Dataset: the Open Reaction Database (ORD), a public repository of structured organic reaction records. Task: describe an organic reaction: reactants, conditions, products, and yield Reactants: C(CC)OC1=C(C=CC=C1)C1=NN2C(C(N1)=O)=C(N=C2CCC)C (2-(2-propoxy-phenyl)-5-methyl-7-propyl-3H-imidazo[5,1-f][1,2,4]triazin-4-one), ClS(=O)(=O)O (chlorosulphonic acid), ice water. Run at time 8 hour. Yields the product C(CC)OC1=C(C=C(C=C1)S(=O)(=O)Cl)C1=NN2C(C(N1)=O)=C(N=C2CCC)C (4-Propoxy-3-(5-methyl-4-oxo-7-propyl-3,4-dihydro-imidazo[5,1-f][1,2,4]triazin-2-yl)-benzenesulphonyl chloride). As a reaction SMILES: [CH2:1]([O:4][C:5]1[CH:10]=[CH:9][CH:8]=[CH:7][C:6]=1[C:11]1[NH:16][C:15](=[O:17])[C:14]2=[C:18]([CH3:24])[N:19]=[C:20]([CH2:21][CH2:22][CH3:23])[N:13]2[N:12]=1)[CH2:2][CH3:3].[Cl:25][S:26](O)(=[O:28])=[O:27]>>[CH2:1]([O:4][C:5]1[CH:10]=[CH:9][C:8]([S:26]([Cl:25])(=[O:28])=[O:27])=[CH:7][C:6]=1[C:11]1[NH:16][C:15](=[O:17])[C:14]2=[C:18]([CH3:24])[N:19]=[C:20]([CH2:21][CH2:22][CH3:23])[N:13]2[N:12]=1)[CH2:2][CH3:3]. Procedure: At 0° C., 2.80 g (8.6 mmol) of 2-(2-propoxy-phenyl)-5-methyl-7-propyl-3H-imidazo[5,1-f][1,2,4]triazin-4-one are added slowly to 5.13 ml of chlorosulphonic acid. The reaction mixture is stirred at room temperature overnight and then poured into ice-water and extracted with dichloromethane. This gives 3.50 g (96%) of a colourless foam. Rf=0.49 (dichloromethane/methanol=95:5) The reactants are O=C([O-])CC(O)(CC(=O)[O-])C(=O)[O-], CNC(=O)Nc1ccccc1C1CCNCC1, CN(CC(CC=O)c1ccc(Cl)c(Cl)c1)C(=O)c1cc(C#N)cc2ccccc12, Cl. Yields the product O=C(O)CC(O)(CC(=O)O)C(=O)O, CNC(=O)Nc1ccccc1C1CCN(CCC(CN(C)C(=O)c2cc(C#N)cc3ccccc23)c2ccc(Cl)c(Cl)c2)CC1. Reaction SMILES: [C:48]([CH2:49][C:50]([OH:51])([C:52](=[O:53])[O-:54])[CH2:55][C:56](=[O:57])[O-:58])(=[O:59])[O-:60].[CH3:2][NH:3][C:4]([NH:5][c:6]1[c:7]([CH:12]2[CH2:13][CH2:14][NH:15][CH2:16][CH2:17]2)[cH:8][cH:9][cH:10][cH:11]1)=[O:18].[Cl:19][c:20]1[cH:21][c:22]([CH:27]([CH2:28][N:29]([C:30](=[O:31])[c:32]2[cH:33][c:34]([C:42]#[N:43])[cH:35][c:36]3[cH:37][cH:38][cH:39][cH:40][c:41]23)[CH3:44])[CH2:45][CH:46]=[O:47])[cH:23][cH:24][c:25]1[Cl:26].[ClH:1]>>[C:48]([CH2:49][C:50]([OH:51])([C:52](=[O:53])[OH:54])[CH2:55][C:56](=[O:57])[OH:58])(=[O:59])[OH:60].[CH3:2][NH:3][C:4]([NH:5][c:6]1[c:7]([CH:12]2[CH2:13][CH2:14][N:15]([CH2:46][CH2:45][CH:27]([c:22]3[cH:21][c:20]([Cl:19])[c:25]([Cl:26])[cH:24][cH:23]3)[CH2:28][N:29]([C:30](=[O:31])[c:32]3[cH:33][c:34]([C:42]#[N:43])[cH:35][c:36]4[cH:37][cH:38][cH:39][cH:40][c:41]34)[CH3:44])[CH2:16][CH2:17]2)[cH:8][cH:9][cH:10][cH:11]1)=[O:18]. Reactants: CCO, O=[PH2]C(O)(c1ccc(Nc2nc(F)nc3c2ncn3CCc2cccc(O)c2)cc1)P(=O)(O)O, [H-], N#N, [Na+]. Yields the product CCOc1nc(Nc2ccc(C(O)([PH2]=O)P(=O)(O)O)cc2)c2ncn(CCc3cccc(O)c3)c2n1. As a reaction SMILES: [CH3:39][CH2:40][OH:41].[F:5][c:6]1[n:7][c:8]([NH:24][c:25]2[cH:26][cH:27][c:28]([C:31]([PH2:32]=[O:33])([OH:34])[P:35]([OH:36])([OH:37])=[O:38])[cH:29][cH:30]2)[c:9]2[n:10][cH:11][n:12]([CH2:15][CH2:16][c:17]3[cH:18][c:19]([OH:23])[cH:20][cH:21][cH:22]3)[c:13]2[n:14]1.[H-:3].[N:1]#[N:2].[Na+:4]>>[c:6]1([O:41][CH2:40][CH3:39])[n:7][c:8]([NH:24][c:25]2[cH:26][cH:27][c:28]([C:31]([PH2:32]=[O:33])([OH:34])[P:35]([OH:36])([OH:37])=[O:38])[cH:29][cH:30]2)[c:9]2[n:10][cH:11][n:12]([CH2:15][CH2:16][c:17]3[cH:18][c:19]([OH:23])[cH:20][cH:21][cH:22]3)[c:13]2[n:14]1. Reactants: C1=CC=C(C2=C1C1=C(CCC2)C=CC=C1)C(=O)N (6,7-dihydro5H-dibenzo[a,c]-cyclohepten-4-carboxamide), [H-].[Al+3].[Li+].[H-].[H-].[H-] (lithium aluminum hydride). Solvent: O1CCCC1 (tetrahydrofuran). The product is C1=CC=C(C2=C1C1=C(CCC2)C=CC=C1)CN (6,7-dihydro-5H-dibenzo[a,c]cyclohepten-4-methanamine). The yield is 14.9%. As a reaction SMILES: [CH:1]1[C:6]2[C:7]3[CH:15]=[CH:14][CH:13]=[CH:12][C:8]=3[CH2:9][CH2:10][CH2:11][C:5]=2[C:4]([C:16]([NH2:18])=O)=[CH:3][CH:2]=1.[H-].[Al+3].[Li+].[H-].[H-].[H-]>O1CCCC1>[CH:1]1[C:6]2[C:7]3[CH:15]=[CH:14][CH:13]=[CH:12][C:8]=3[CH2:9][CH2:10][CH2:11][C:5]=2[C:4]([CH2:16][NH2:18])=[CH:3][CH:2]=1 |f:1.2.3.4.5.6|. Procedure: Under a dry nitrogen atmosphere 6,7-dihydro5H-dibenzo[a,c]-cyclohepten-4-carboxamide (0.78 gram, 0.0033 mole) was reacted with lithium aluminum hydride (0.2 gram, 0.0053 mole) in tetrahydrofuran (100 ml) to produce a white solid. The solid was recrystallized from a solution of diethyl ether and petroleum ether to provide 6,7-dihydro-5H-dibenzo[a,c]cyclohepten-4-methanamine (0.11 g, mp 200°-210°). The solvent was removed from the mother liquor to yield an additional 0.5 gram of the amine. Reactants: [Al+3], COc1cccc(-c2c(C)c(C#N)c3nc(C(C)(C)C)oc3c2N2CCC(N(C)C)C2)c1, O=C([O-])O, [Cl-], [Cl-], [Cl-], [Na+], O, c1ccccc1. Product: Cc1c(-c2cccc(O)c2)c(N2CCC(N(C)C)C2)c2oc(C(C)(C)C)nc2c1C#N. Reaction SMILES: [Al+3:34].[C:1]([CH3:2])([CH3:3])([CH3:4])[c:5]1[o:6][c:7]2[c:8]([n:9]1)[c:10]([C:31]#[N:32])[c:11]([CH3:30])[c:12](-[c:22]1[cH:23][c:24]([O:28][CH3:29])[cH:25][cH:26][cH:27]1)[c:13]2[N:14]1[CH2:15][CH:16]([N:19]([CH3:20])[CH3:21])[CH2:17][CH2:18]1.[C:38](=[O:39])([OH:40])[O-:41].[Cl-:33].[Cl-:35].[Cl-:36].[Na+:42].[OH2:37].[cH:43]1[cH:44][cH:45][cH:46][cH:47][cH:48]1>>[C:1]([CH3:2])([CH3:3])([CH3:4])[c:5]1[o:6][c:7]2[c:8]([n:9]1)[c:10]([C:31]#[N:32])[c:11]([CH3:30])[c:12](-[c:22]1[cH:23][c:24]([OH:28])[cH:25][cH:26][cH:27]1)[c:13]2[N:14]1[CH2:15][CH:16]([N:19]([CH3:20])[CH3:21])[CH2:17][CH2:18]1. The reactants are CC1CCNCC1 (4-methylpiperidine), C(=O)(Cl)Cl (phosgene), N1N=C(C2=CC=CC=C12)O (1H-indazol-3-ol). The solvent is C1(=CC=CC=C1)C (toluene), C1(=CC=CC=C1)C (toluene), C1CCOC1 (THF), C1CCOC1 (THF). Reaction conditions: temperature -20 celsius, time 90 minute. The product is CC1CCN(CC1)C(=O)OC1=NNC2=CC=CC=C12 (1H-Indazol-3-yl 4-methylpiperidine-1-carboxylate). Reaction SMILES: [NH:1]1[C:9]2[C:4](=[CH:5][CH:6]=[CH:7][CH:8]=2)[C:3]([OH:10])=[N:2]1.[C:11](Cl)(Cl)=[O:12].[CH3:15][CH:16]1[CH2:21][CH2:20][NH:19][CH2:18][CH2:17]1>C1COCC1.C1(C)C=CC=CC=1>[CH3:15][CH:16]1[CH2:21][CH2:20][N:19]([C:11]([O:10][C:3]2[C:4]3[C:9](=[CH:8][CH:7]=[CH:6][CH:5]=3)[NH:1][N:2]=2)=[O:12])[CH2:18][CH2:17]1. Reported procedure: 300 mg (2.24 mmol) of 1H-indazol-3-ol were dissolved in 25 ml of THF and cooled to −20° C.: 1.3 ml (2.46 mmol) of phosgene in toluene (20 percent) were added dropwise and the reaction mixture was stirred for 90 min, during which it warmed to room temperature. The reaction mixture was concentrated and evacuated once again with a few ml of toluene. The residue was dissolved in 15 ml of THF, 265 μl (2.2 mmol) of 4-methylpiperidine were added dropwise and the mixture was stirred at room temperature ... Reactants: ClC=1C(=C(C#N)C(=CC1)F)F (3-chloro-2,6-difluorobenzonitrile), [OH-].[Na+] (sodium hydroxide). RXN SMILES: Cl[C:2]1[C:3]([F:11])=[C:4]([C:7]([F:10])=[CH:8][CH:9]=1)[C:5]#[N:6].[OH-].[Na+]>[C].[Pd].O>[F:10][C:7]1[CH:8]=[CH:9][CH:2]=[C:3]([F:11])[C:4]=1[C:5]#[N:6] |f:1.2,3.4|. Reported procedure: In the same manner as in the process of the reduction step of Example 1, the reaction was carried out at 40° C. for 2.5 hours by using 10 g of 3-chloro-2,6-difluorobenzonitrile, 60 g of water, 0.25 g of palladium-carbon catalyst and 3 g of sodium hydroxide, and refinement was carried out to obtain 5.63 g of 2,6-difluorobenzonitrile. The solvent is O (water). The yield is 70.2%. Yields the product FC1=C(C#N)C(=CC=C1)F (2,6-difluorobenzonitrile). The reagents and catalysts are [C].[Pd] (palladium-carbon). Reaction conditions: time 2.5 hour. Reactants: COCC1N(CCCC1)C1=NC(=NC=N1)NC=1C=C(C=CC1)CS(=O)(=O)N (rac-3-[(4-(2-Methoxymethylpiperidin-1-yl)-1,3,5-triazin-2-yl)amino]-benzenemethanesulfonamide), ClC1=NC(=NC=N1)NC=1C=C(C=CC1)CS(=O)(=O)N (3-[(4-Chloro-1,3,5-triazin-2-yl)amino]benzenemethanesulfonamide), Cl.COC([C@H]1NCCC1)=O ((S)-proline methyl ester hydrochloride). Product: S(N)(=O)(=O)CC=1C=C(C=CC1)NC1=NC(=NC=N1)N1[C@@H](CCC1)C(=O)OC ((S)-Methyl 1-[4-((3-(Sulfamoylmethyl)phenyl)amino)-1,3,5-triazin-2-yl]pyrrolidine-2-carboxylate). As a reaction SMILES: [CH3:1][O:2][CH2:3][CH:4]1C[CH2:8][CH2:7][CH2:6][N:5]1[C:10]1[N:15]=[CH:14][N:13]=[C:12]([NH:16][C:17]2[CH:18]=[C:19]([CH2:23][S:24]([NH2:27])(=[O:26])=[O:25])[CH:20]=[CH:21][CH:22]=2)[N:11]=1.ClC1N=CN=C(NC2C=C(CS(N)(=O)=[O:44])C=CC=2)N=1.Cl.COC(=O)[C@@H]1CCCN1>>[S:24]([CH2:23][C:19]1[CH:18]=[C:17]([NH:16][C:12]2[N:13]=[CH:14][N:15]=[C:10]([N:5]3[CH2:6][CH2:7][CH2:8][C@H:4]3[C:3]([O:2][CH3:1])=[O:44])[N:11]=2)[CH:22]=[CH:21][CH:20]=1)(=[O:26])(=[O:25])[NH2:27] |f:2.3|. Procedure details: B22 was obtained as a white crystalline solid by following the procedure reported for B4 using A1 and (S)-proline methyl ester hydrochloride; yield: 169 mg (48%). MS (ES) C16H20N6O4S requires: 392. found: 393 (M+H)+.